Dataset: the Open Reaction Database (ORD), a public repository of structured organic reaction records. Task: describe an organic reaction: reactants, conditions, products, and yield The reactants are COC(OC)N(C)C, CCC(=O)CC(=O)OC. Product: CCC(=O)C(=CN(C)C)C(=O)OC. As a reaction SMILES: [CH3:1][O:2][CH:3]([N:4]([CH3:5])[CH3:6])[O:7][CH3:8].[CH3:9][O:10][C:11]([CH2:12][C:13]([CH2:14][CH3:15])=[O:16])=[O:17]>>[CH:3]([N:4]([CH3:5])[CH3:6])=[C:12]([C:11]([O:10][CH3:9])=[O:17])[C:13]([CH2:14][CH3:15])=[O:16]. Starting materials: Brc1cccc2cn[nH]c12, COS(=O)(=O)OC, Cc1ccccc1. Yields the product Cn1cc2cccc(Br)c2n1. Reaction SMILES: [Br:1][c:2]1[cH:3][cH:4][cH:5][c:6]2[cH:7][n:8][nH:9][c:10]12.[CH3:11][O:12][S:13]([O:14][CH3:15])(=[O:16])=[O:17].[CH3:18][c:19]1[cH:20][cH:21][cH:22][cH:23][cH:24]1>>[Br:1][c:2]1[cH:3][cH:4][cH:5][c:6]2[cH:7][n:8]([CH3:11])[n:9][c:10]12.